From a dataset of the Open Reaction Database (ORD), a public repository of structured organic reaction records. describe an organic reaction: reactants, conditions, products, and yield The reactants are CC(C)(C)[Si](OC1CCC(Oc2cc(Br)ccc2Cl)CC1)(c1ccccc1)c1ccccc1, CCCC[N+](CCCC)(CCCC)CCCC, [F-], C1CCOC1, O. The product is OC1CCC(Oc2cc(Br)ccc2Cl)CC1. As a reaction SMILES: [Br:19][c:20]1[cH:21][c:22]([O:27][CH:28]2[CH2:29][CH2:30][CH:31]([O:34][Si:35]([C:36]([CH3:37])([CH3:38])[CH3:39])([c:40]3[cH:41][cH:42][cH:43][cH:44][cH:45]3)[c:46]3[cH:47][cH:48][cH:49][cH:50][cH:51]3)[CH2:32][CH2:33]2)[c:23]([Cl:26])[cH:24][cH:25]1.[CH3:2][CH2:3][CH2:4][CH2:5][N+:6]([CH2:7][CH2:8][CH2:9][CH3:10])([CH2:11][CH2:12][CH2:13][CH3:14])[CH2:15][CH2:16][CH2:17][CH3:18].[F-:1].[O:53]1[CH2:54][CH2:55][CH2:56][CH2:57]1.[OH2:52]>>[Br:19][c:20]1[cH:21][c:22]([O:27][CH:28]2[CH2:29][CH2:30][CH:31]([OH:34])[CH2:32][CH2:33]2)[c:23]([Cl:26])[cH:24][cH:25]1.